This data is from the Open Reaction Database (ORD), a public repository of structured organic reaction records. The task is: describe an organic reaction: reactants, conditions, products, and yield Starting materials: S([O-])(O)=O.[Na+] (sodium bisulphite), CC1CC(CC(C1)C)=O (3,5-dimethylcyclohexanone), [C-]#N.[K+] (potassium cyanide). The solvent is O (water), O (water). Conditions: time 2 hour. Product: OC1(CC(CC(C1)C)C)C#N (1-hydroxy-3,5-dimethyl-cyclohexanecarbonitrile). Yield: 33.2%. RXN SMILES: S(=O)(O)[O-].[Na+].[CH3:6][CH:7]1[CH2:12][CH:11]([CH3:13])[CH2:10][C:9](=[O:14])[CH2:8]1.[C-:15]#[N:16].[K+]>O>[OH:14][C:9]1([C:15]#[N:16])[CH2:10][CH:11]([CH3:13])[CH2:12][CH:7]([CH3:6])[CH2:8]1 |f:0.1,3.4|. Procedure: A solution of 106.8 grams of sodium bisulphite in 130 ml. of water is added dropwise with stirring over 30 minutes to a stirred mixture of 100 grams of 3,5-dimethylcyclohexanone, 67.0 grams of potassium cyanide and 170 ml. of water. The reaction mixture is kept below 40° C. by means of a cold water bath. The reaction mixture is stirred for an additional 2 hours, the organic layer separated and the aqueous layer extracted with 250 ml. of ether three times. The combined organic layer and ether sol...